Dataset: the Open Reaction Database (ORD), a public repository of structured organic reaction records. Task: describe an organic reaction: reactants, conditions, products, and yield Starting materials: [N+](=O)([O-])C=1C=C2N=CC=NC2=CC1 (6-Nitro-quinoxaline), CS(=O)C (DMSO). Reagents/catalysts: [Pd] (Pd/C). Run in C(C)O (ethanol). Yields the product NC=1C=C2N=CC=NC2=CC1 (6-amino-quinoxaline). Isolated yield 90.0%. RXN SMILES: [N+:1]([C:4]1[CH:5]=[C:6]2[C:11](=[CH:12][CH:13]=1)[N:10]=[CH:9][CH:8]=[N:7]2)([O-])=O.CS(C)=O>C(O)C.[Pd]>[NH2:1][C:4]1[CH:5]=[C:6]2[C:11](=[CH:12][CH:13]=1)[N:10]=[CH:9][CH:8]=[N:7]2. Procedure details: 6-Nitro-quinoxaline (3, 5 mmol) was hydrogenated in the presence of 5% Pd/C (50 mg) under at room temperature in ethanol (30 ml) for 6-10 h. After the reaction 2 ml DMSO was added to the mixture and filtered. The filtrate was poured into water (200 ml) and the precipitate was filtered to give 6-amino-quinoxaline (4a-d) (90-95%).